Dataset: the Open Reaction Database (ORD), a public repository of structured organic reaction records. Task: describe an organic reaction: reactants, conditions, products, and yield Starting materials: C(#C)C1=C(C=CC2=CC=CC=C12)CCCCCC (1-ethynyl-2-hexylnaphthalene), BrCCCCCC (bromohexane), BrC[C@H](CC)C (1-bromo-2-(S)-methylbutane). The product is C(#C)C1=C(C=CC2=CC=CC=C12)C[C@H](CC)C (1-Ethynyl-2-(2-(S)-methylbutyl)naphthalene). RXN SMILES: C(C1[C:12]2[C:7](=[CH:8][CH:9]=[CH:10][CH:11]=2)C=CC=1CCCCCC)#C.Br[CH2:20][CH2:21][CH2:22][CH2:23][CH2:24][CH3:25].Br[CH2:27][C@@H:28]([CH3:31])[CH2:29][CH3:30]>>[C:21]([C:22]1[C:7]2[C:12](=[CH:11][CH:10]=[CH:9][CH:8]=2)[CH:25]=[CH:24][C:23]=1[CH2:27][C@@H:28]([CH3:31])[CH2:29][CH3:30])#[CH:20]. Procedure: 1-Ethynyl-2-(2-(S)-methylbutyl)naphthalene was prepared in a similar manner to 1-ethynyl-2-hexylnaphthalene, except that bromohexane was replaced by 1-bromo-2-(S)-methylbutane. Yields the product ClC=1C2=C(N=CN1)N(C=C2C2=CN=CO2)C2OC(C(C2(O)C)O)CO (2-(4-Chloro-5-oxazol-5-yl-pyrrolo[2,3-d]pyrimidin-7-yl)-5-hydroxymethyl-3-methyl-tetrahydro-furan-3,4-diol). Reported procedure: To the compound from Step 1 is added tosylmethyl isocyanide (1 eq.) in MeoH containing K2CO3 (1 eq.) and the mixture is heated to reflux until starting material is consumed. The solvent is removed in vacuo and the crude mixture purified by RP HPLC on a Phenominex column (250×20 mm) using a gradient of acetonitrile in water from 0 to 30% over 30 minutes at 10 mL/minute. Reactants: ClC=1C2=C(N=CN1)N(C=C2C=O)C2OC(C(C2(C)O)O)CO (4-Chloro-7-(3,4-dihydroxy-5-hydroxymethyl-3-methyl-tetrahydrofuran-2-yl)-7H-pyrrolo[2,3-d]pyrimidine-5-carbaldehyde), S(=O)(=O)(C1=CC=C(C)C=C1)C[N+]#[C-] (tosylmethyl isocyanide), C(=O)([O-])[O-].[K+].[K+] (K2CO3). RXN SMILES: [Cl:1][C:2]1[C:3]2[C:10]([CH:11]=[O:12])=[CH:9][N:8]([CH:13]3[C:17]([OH:19])([CH3:18])[CH:16]([OH:20])[CH:15]([CH2:21][OH:22])[O:14]3)[C:4]=2[N:5]=[CH:6][N:7]=1.S([CH2:33][N+:34]#[C-:35])(C1C=CC(C)=CC=1)(=O)=O.C([O-])([O-])=O.[K+].[K+]>>[Cl:1][C:2]1[C:3]2[C:10]([C:11]3[O:12][CH:35]=[N:34][CH:33]=3)=[CH:9][N:8]([CH:13]3[C:17]([CH3:18])([OH:19])[CH:16]([OH:20])[CH:15]([CH2:21][OH:22])[O:14]3)[C:4]=2[N:5]=[CH:6][N:7]=1 |f:2.3.4|. Starting materials: CC#CCBr, O=C([O-])[O-], Cn1c(=O)c2[nH]c(Cl)nc2n(C)c1=O, CN(C)C=O, CCOC(C)=O, [K+], [K+]. The product is CC#CCn1c(Cl)nc2c1c(=O)n(C)c(=O)n2C. RXN SMILES: [Br:21][CH2:22][C:23]#[C:24][CH3:25].[C:15](=[O:16])([O-:17])[O-:18].[CH3:1][n:2]1[c:3]2[n:4][c:5]([Cl:6])[nH:7][c:8]2[c:9](=[O:10])[n:11]([CH3:12])[c:13]1=[O:14].[CH3:26][N:27]([CH3:28])[CH:29]=[O:30].[CH3:31][CH2:32][O:33][C:34](=[O:35])[CH3:36].[K+:19].[K+:20]>>[CH3:1][n:2]1[c:3]2[n:4][c:5]([Cl:6])[n:7]([CH2:22][C:23]#[C:24][CH3:25])[c:8]2[c:9](=[O:10])[n:11]([CH3:12])[c:13]1=[O:14]. Reactants: [OH-].[K+] (potassium hydroxide), OC1=CC=CC2=C1C(=CC(O2)=O)C (5-hydroxy-4-methyl-2H-1-benzopyran-2-one), CN(C(=S)Cl)C (dimethylthiocarbamoyl chloride). Run in O (water), CC(=O)C (acetone), CC(=O)C (acetone). Conditions: time 10 minute. Product: CN(C(OC1=CC=CC2=C1C(=CC(O2)=O)C)=S)C (O-(4-methyl-2-oxo-2H-1-benzopyran-5-yl) dimethylthiocarbamate). The yield is 90.3%. RXN SMILES: [OH-].[K+].[OH:3][C:4]1[C:9]2[C:10]([CH3:15])=[CH:11][C:12](=[O:14])[O:13][C:8]=2[CH:7]=[CH:6][CH:5]=1.[CH3:16][N:17]([CH3:21])[C:18](Cl)=[S:19]>O.CC(C)=O>[CH3:16][N:17]([CH3:21])[C:18](=[S:19])[O:3][C:4]1[C:9]2[C:10]([CH3:15])=[CH:11][C:12](=[O:14])[O:13][C:8]=2[CH:7]=[CH:6][CH:5]=1 |f:0.1|. Procedure details: 410 mg (7.3.10-3 mol) of potassium hydroxide are added under an inert atmosphere to a suspension of 1 g (5.7.10-3 mol) of 5-hydroxy-4-methyl-2H-1-benzopyran-2-one in 10 ml of water and 10 ml of acetone. After 10 minutes at room temperature, 770 mg (6.2.10-3 mol) of dimethylthiocarbamoyl chloride in 10 ml of acetone are added at 0° C. The reaction mixture is stirred for 2 hours at room temperature and then, after evaporation of the acetone, the expected derivative is precipitated in water to give... The yield is 72.0%. RXN SMILES: [N+:1]([C:4]1[CH:11]=[CH:10][C:7]([CH:8]=O)=[CH:6][CH:5]=1)([O-:3])=[O:2].[NH2:12][N:13]1[C:17]([C:18](=[O:20])[NH2:19])=[CH:16][C:15]([C:21]([O:23][CH3:24])=[O:22])=[CH:14]1>>[N+:1]([C:4]1[CH:11]=[CH:10][C:7]([C:8]2[NH:19][C:18](=[O:20])[C:17]3=[CH:16][C:15]([C:21]([O:23][CH3:24])=[O:22])=[CH:14][N:13]3[N:12]=2)=[CH:6][CH:5]=1)([O-:3])=[O:2]. Procedure details: According to the general preparation method described in example 5 above, p-nitrobenzaldehyde reacts with compound 3 to give compound Ma as light yellow solid in 72.0% yield. m.p.>300° C. 1H NMR (300 MHz, DMSO-d6): δ 12.52 (s, 1H), 8.38 (d, J=8.5 Hz, 2H), 8.22 (s, 1H), 8.21 (d, J=8.5 Hz, 2H), 7.26 (s, 1H), 3.80 (s, 3H). LRMS (EI) m/z (%): 314 (M+, 85), 283 (100). HRMS calcd. C14H10N4O5: 314.0651. found: 314.0659. Starting materials: [N+](=O)([O-])C1=CC=C(C=O)C=C1 (p-nitrobenzaldehyde), NN1C=C(C=C1C(N)=O)C(=O)OC (methyl 1-amino-5-carbamoyl-1H-pyrrole-3-carboxylate), ( 100 ). Yields the product [N+](=O)([O-])C1=CC=C(C=C1)C1=NN2C(C(N1)=O)=CC(=C2)C(=O)OC (methyl 2-p-nitrophenyl-4-oxo-3,4-dihydropyrrolo[2,1-f][1,2,4]triazine-6-formate). Starting materials: C(CCC)[Li] (n-butyllithium), C(CC)C1=CC=C(C=C1)C1CCC(CC1)=O (4-(p-propylphenyl)-cyclohexanone), CC=1C=CC(=CC1)S(=O)(=O)O (PTSA), 10A, FC1=C(C=CC=C1)F (1,2-difluorobenzene). Run in CCCCCC (hexane), C1CCOC1 (THF), C1CCOC1 (THF). Conditions: time 6 hour. Yields the product FC=1C(=C(C=CC1)C1=CCC(CC1)C1=CC=C(C=C1)CCC)F (1-(difluoro-phenyl)-4-(p-propylphenyl)-cyclohex-1-ene). RXN SMILES: [F:1][C:2]1[CH:7]=[CH:6][CH:5]=[CH:4][C:3]=1[F:8].C([Li])CCC.[CH2:14]([C:17]1[CH:22]=[CH:21][C:20]([CH:23]2[CH2:28][CH2:27][C:26](=O)[CH2:25][CH2:24]2)=[CH:19][CH:18]=1)[CH2:15][CH3:16].CC1C=CC(S(O)(=O)=O)=CC=1>C1COCC1.CCCCCC>[F:1][C:2]1[C:3]([F:8])=[C:4]([C:26]2[CH2:27][CH2:28][CH:23]([C:20]3[CH:19]=[CH:18][C:17]([CH2:14][CH2:15][CH3:16])=[CH:22][CH:21]=3)[CH2:24][CH:25]=2)[CH:5]=[CH:6][CH:7]=1. Procedure details: To a mixture of 1,2-difluorobenzene (0.1 mol) and 100 ml THF a mixture of n-butyllithium (0.105 ml) and 60 ml hexane is added at -70° C. After stirring for 6 h a mixture of 4-(p-propylphenyl)-cyclohexanone (0.1 mol) and 50 ml THF is added. After stirring for 2 h, warming to room temperatures, boiling with PTSA as described for 10A and usual work-up 1-(difluoro-phenyl)-4-(p-propylphenyl)-cyclohex-1-ene is obtained.